describe an organic reaction: reactants, conditions, products, and yield From a dataset of the Open Reaction Database (ORD), a public repository of structured organic reaction records. Reported procedure: 5-amino-3-[(imidazol-4-yl)methylene]indolin-2-one (0.3 g, 1.3 mmol) was suspended in tetrahydrofuran (100 mL) and trimethylsilylisocyanate (0.5 mL, 3.75 mmol) was added. The reaction mixture was stirred at ambient temperature for three days. The reaction mixture was concentrated and dissolved in acetonitrile/water/TFA. Soluble solids were collected by filtration, dissolved in DMSO and purified with HPLC to afford 80 mg of 5-ureido-3-[1-(imidazol-4-yl)ethylidene]indolin-2-one; as an orange solid,... The reactants are NC=1C=C2C(C(NC2=CC1)=O)=CC=1N=CNC1 (5-amino-3-[(imidazol-4-yl)methylene]indolin-2-one), C[Si](C)(C)N=C=O (trimethylsilylisocyanate), O1CCCC1 (tetrahydrofuran). Reaction conditions: time 3 day. Product: N(C(=O)N)C=1C=C2C(C(NC2=CC1)=O)=C(C)C=1N=CNC1 (5-ureido-3-[1-(imidazol-4-yl)ethylidene]indolin-2-one). Reaction SMILES: [NH2:1][C:2]1[CH:3]=[C:4]2[C:8](=[CH:9][CH:10]=1)[NH:7][C:6](=[O:11])[C:5]2=[CH:12][C:13]1[N:14]=[CH:15][NH:16][CH:17]=1.C[Si]([N:22]=[C:23]=[O:24])(C)C.O1CCC[CH2:26]1>>[NH:1]([C:2]1[CH:3]=[C:4]2[C:8](=[CH:9][CH:10]=1)[NH:7][C:6](=[O:11])[C:5]2=[C:12]([C:13]1[N:14]=[CH:15][NH:16][CH:17]=1)[CH3:26])[C:23]([NH2:22])=[O:24]. Starting materials: N(=O)[O-].[Na+] (sodium nitrite), NC=1C=C(C(=O)O)C=C(C1)S(=O)(=O)C (3-Amino-5-methylsulphonylbenzoic acid). Run in O (water), OS(=O)(=O)O (H2SO4), O (water). Conditions: temperature 90 celsius, time 15 minute. Yields the product OC=1C=C(C(=O)O)C=C(C1)S(=O)(=O)C (3-Hydroxy-5-methylsulfonylbenzoic acid). Reaction SMILES: N[C:2]1[CH:3]=[C:4]([CH:8]=[C:9]([S:11]([CH3:14])(=[O:13])=[O:12])[CH:10]=1)[C:5]([OH:7])=[O:6].N([O-])=[O:16].[Na+]>OS(O)(=O)=O.O>[OH:16][C:2]1[CH:3]=[C:4]([CH:8]=[C:9]([S:11]([CH3:14])(=[O:13])=[O:12])[CH:10]=1)[C:5]([OH:7])=[O:6] |f:1.2|. Procedure: 3-Amino-5-methylsulphonylbenzoic acid (D12) (7.24 g) was dissolved in a mixture of conc H2SO4 (100 ml) and water (300 ml) and cooled to 5° C. sodium nitrite (5.1 g) in water (15 ml) was added dropwise and the mixture was thereafter stirred in the cooling bath for 15 min and with the cooling bath removed for 40 min. It was then heated at 90° C. for 1 h. The heating was removed and the reaction was allowed to stand overnight. The mixture was partially neutralised (˜pH1) with solid sodium bicarbona... Starting materials: C(CCC)OC(CC(=O)CCl)=O (n-butyl-4-chloroacetoacetate). Solvent: C(Cl)(Cl)Cl (CHCl3). The product is C(CCC)OC(C[C@H](CCl)O)=O (n-butyl-4-chloro-3(R)-hydroxybutyrate). RXN SMILES: [CH2:1]([O:5][C:6](=[O:12])[CH2:7][C:8]([CH2:10][Cl:11])=[O:9])[CH2:2][CH2:3][CH3:4]>C(Cl)(Cl)Cl>[CH2:1]([O:5][C:6](=[O:12])[CH2:7][C@@H:8]([OH:9])[CH2:10][Cl:11])[CH2:2][CH2:3][CH3:4]. Procedure details: The procedure of example 375 was repeated using n-butyl-4-chloroacetoacetate as the substrate to afford n-butyl-4-chloro-3(R)-hydroxybutyrate, [α]D23 +20.1° (c, 3.1, CHCl3). The reactants are [H-].[Al+3].[Li+].[H-].[H-].[H-] (lithium aluminum hydride), C(C)(C)(C)OC(C[C@@H](C(=O)N(C)OC)NS(=O)(=O)C1=C(C=CC=C1)OCCC1=CN=CC2=CC=CC=C12)=O ((S)-3-[2-(2-isoquinolin-4-yl-ethoxy)-benzenesulfonylamino]-N-methoxy-N-methyl-succinamic acid tert-butyl ester), C1CCOC1.C(C)OCC (THF diethylether). Run in C(C)OCC (diethyl ether). Reaction conditions: time 1 hour. Product: C(C)(C)(C)OC(C[C@@H](C=O)NS(=O)(=O)C1=C(C=CC=C1)OCCC1=CN=CC2=CC=CC=C12)=O ((S)-3-[2-(2-isoquinolin-4-yl-ethoxy)-benzenesulfonylamino]-4-oxo-butyric acid tert-butyl ester). Reaction SMILES: [H-].[Al+3].[Li+].[H-].[H-].[H-].[C:7]([O:11][C:12](=[O:44])[CH2:13][C@H:14]([NH:21][S:22]([C:25]1[CH:30]=[CH:29][CH:28]=[CH:27][C:26]=1[O:31][CH2:32][CH2:33][C:34]1[C:43]2[C:38](=[CH:39][CH:40]=[CH:41][CH:42]=2)[CH:37]=[N:36][CH:35]=1)(=[O:24])=[O:23])[C:15](N(OC)C)=[O:16])([CH3:10])([CH3:9])[CH3:8].C1COCC1.C(OCC)C>C(OCC)C>[C:7]([O:11][C:12](=[O:44])[CH2:13][C@H:14]([NH:21][S:22]([C:25]1[CH:30]=[CH:29][CH:28]=[CH:27][C:26]=1[O:31][CH2:32][CH2:33][C:34]1[C:43]2[C:38](=[CH:39][CH:40]=[CH:41][CH:42]=2)[CH:37]=[N:36][CH:35]=1)(=[O:24])=[O:23])[CH:15]=[O:16])([CH3:10])([CH3:8])[CH3:9] |f:0.1.2.3.4.5,7.8|. Procedure details: To lithium aluminum hydride (0.45 mL of 1.0 M solution in diethyl ether) in diethyl ether (7 mL) at −65° C. was added (S)-3-[2-(2-isoquinolin-4-yl-ethoxy)-benzenesulfonylamino]-N-methoxy-N-methyl-succinamic acid tert-butyl ester in 1:1 THF/diethylether (4 mL). After 1 hour, the reaction was quenched by addition of 1.0N sodium hydroxide (2 mL) and the reaction was warmed to room temperature. The organic layer was separated and evaporated. The resulting residue was chromatographed on silica gel el...